This data is from the Open Reaction Database (ORD), a public repository of structured organic reaction records. The task is: describe an organic reaction: reactants, conditions, products, and yield Reactants: O (water), OC[C@H]1[C@@H](C[C@@H]2S[C@H](CC[C@@H]21)CCCC(=O)OC)OC2OCCCC2 (Methyl 4-[(2S,4aR,5S,6R,7aS)-5-(hydroxymethyl)-6-(tetrahydro-2H-pyran-2-yloxy)octahydrocyclopenta[b]thiopyran-2-yl]butanoate), N1=CC=CC=C1.S(=O)(=O)=O (Sulfur trioxide-pyridine), C(C)(C)N(CC)C(C)C (diisopropylethylamine). Solvent: C(C)(=O)OCC (ethyl acetate), CS(=O)C (dimethyl sulfoxide). Conditions: time 10 minute. The product is C(=O)[C@H]1[C@@H](C[C@@H]2S[C@H](CC[C@@H]21)CCCC(=O)OC)OC2OCCCC2 (Methyl 4-[(2S,4aR,5R,6R,7aS)-5-formyl-6-(tetrahydro-2H-pyran-2-yloxy)octahydrocyclopenta[b]thiopyran-2-yl]butanoate). Yield: 100.5%. Reaction SMILES: [OH:1][CH2:2][C@@H:3]1[C@@H:11]2[C@@H:6]([S:7][C@@H:8]([CH2:12][CH2:13][CH2:14][C:15]([O:17][CH3:18])=[O:16])[CH2:9][CH2:10]2)[CH2:5][C@H:4]1[O:19][CH:20]1[CH2:25][CH2:24][CH2:23][CH2:22][O:21]1.C(N(C(C)C)CC)(C)C.N1C=CC=CC=1.S(=O)(=O)=O.O>C(OCC)(=O)C.CS(C)=O>[CH:2]([C@@H:3]1[C@@H:11]2[C@@H:6]([S:7][C@@H:8]([CH2:12][CH2:13][CH2:14][C:15]([O:17][CH3:18])=[O:16])[CH2:9][CH2:10]2)[CH2:5][C@H:4]1[O:19][CH:20]1[CH2:25][CH2:24][CH2:23][CH2:22][O:21]1)=[O:1] |f:2.3|. Procedure details: The compound 10 (200 mg) was dissolved in ethyl acetate (1.7 mL) and dimethyl sulfoxide (0.84 mL), diisopropylethylamine (0.39 mL) was added, and the mixture was cooled in an ice bath. Sulfur trioxide-pyridine (256 mg) was added, and the mixture was stirred for 10 minutes, then poured into water, and extracted with ethyl acetate. The organic layer was washed with water and a saturated saline, dried with anhydrous magnesium sulfate, and then concentrated to obtain a titled compound (200 mg) havin... Reactants: FC1=C(C=C(C=C1)F)C1=NN(C(=N1)[C@@H](C(C)(C)C)NC(OC(C)(C)C)=O)CC1=CC(=CC=C1)F ((R)-tert-butyl 1-(3-(2,5-difluorophenyl)-1-(3-fluorobenzyl)-1H-1,2,4-triazol-5-yl)-2,2-dimethylpropylcarbamate), C(=O)(C(F)(F)F)O (TFA). Run in C(Cl)Cl (CH2Cl2). Product: FC1=C(C=C(C=C1)F)C1=NN(C(=N1)[C@@H](C(C)(C)C)N)CC1=CC(=CC=C1)F ((R)-1-(3-(2,5-difluorophenyl)-1-(3-fluorobenzyl)-1H-1,2,4-triazol-5-yl)-2,2-dimethylpropan-1-amine). As a reaction SMILES: [F:1][C:2]1[CH:7]=[CH:6][C:5]([F:8])=[CH:4][C:3]=1[C:9]1[N:13]=[C:12]([C@H:14]([NH:19]C(=O)OC(C)(C)C)[C:15]([CH3:18])([CH3:17])[CH3:16])[N:11]([CH2:27][C:28]2[CH:33]=[CH:32][CH:31]=[C:30]([F:34])[CH:29]=2)[N:10]=1.C(O)(C(F)(F)F)=O>C(Cl)Cl>[F:1][C:2]1[CH:7]=[CH:6][C:5]([F:8])=[CH:4][C:3]=1[C:9]1[N:13]=[C:12]([C@H:14]([NH2:19])[C:15]([CH3:18])([CH3:16])[CH3:17])[N:11]([CH2:27][C:28]2[CH:33]=[CH:32][CH:31]=[C:30]([F:34])[CH:29]=2)[N:10]=1. Procedure: (R)-tert-butyl 1-(3-(2,5-difluorophenyl)-1-(3-fluorobenzyl)-1H-1,2,4-triazol-5-yl)-2,2-dimethylpropylcarbamate (5.05 g, 10.7 mmol) was treated with TFA (10 mL) in CH2Cl2 (30 ml). Once the reaction was complete, the reaction was concentrated in vacuo and then partitioned between EtOAc and saturated aqueous NaHCO3 solution. The organics were separated, then washed with H2O, brine, then dried over Na2SO4, filtered, and evaporated under reduced pressure to give (R)-1-(3-(2,5-difluorophenyl)-1-(3-flu... The reactants are C12(CC3CC(CC(C1)C3)C2)NC(C(CCO)(CC2=CC=NC=C2)CC2=CC=NC=C2)=O (N-adamantan-1-yl-4-hydroxy-2,2-bis-pyridin4-ylmethyl-butyramide), C1(=CC=CC=C1)P(C1=CC=CC=C1)C1=CC=CC=C1 (triphenylphosphine), CC(C)OC(=O)/N=N/C(=O)OC(C)C (diisopropylazodicarboxylate). Run in C1CCOC1 (THF). Reaction conditions: time 18 hour. Product: C12(CC3CC(CC(C1)C3)C2)N2C(C(CC2)(CC2=CC=NC=C2)CC2=CC=NC=C2)=O (1-Adamantan-1-yl 3.3-bis-pyridin-4-ylmethyl-pyrrolidine-2-one). The yield is 47.7%. As a reaction SMILES: [C:1]12([NH:11][C:12](=[O:31])[C:13]([CH2:24][C:25]3[CH:30]=[CH:29][N:28]=[CH:27][CH:26]=3)([CH2:17][C:18]3[CH:23]=[CH:22][N:21]=[CH:20][CH:19]=3)[CH2:14][CH2:15]O)[CH2:10][CH:5]3[CH2:6][CH:7]([CH2:9][CH:3]([CH2:4]3)[CH2:2]1)[CH2:8]2.C1(P(C2C=CC=CC=2)C2C=CC=CC=2)C=CC=CC=1.CC(OC(/N=N/C(OC(C)C)=O)=O)C>C1COCC1>[C:1]12([N:11]3[CH2:15][CH2:14][C:13]([CH2:17][C:18]4[CH:19]=[CH:20][N:21]=[CH:22][CH:23]=4)([CH2:24][C:25]4[CH:26]=[CH:27][N:28]=[CH:29][CH:30]=4)[C:12]3=[O:31])[CH2:8][CH:7]3[CH2:9][CH:3]([CH2:4][CH:5]([CH2:6]3)[CH2:10]1)[CH2:2]2. Procedure details: Under N2 atmosphere were combined N-adamantan-1-yl-4-hydroxy-2,2-bis-pyridin4-ylmethyl-butyramide (50 mg, 0.24 mmol), triphenylphosphine (63 mg, 0.24 mmol), and diisopropylazodicarboxylate (0.047 ml, 0.24 mmol) in 5 ml THF and the resulting solution was allowed to stir for 18 hours. The reaction mixture was then placed directly on a silica gel column and eluted with 85:15 mix of EtOAc/MeOH to yield 46 mg of product as a gum which in turn could be crystallized from isopropylether/hexane to yield ... Reactants: ClC=1C=C(C=CC1Cl)C(CNC(C1=CC=CC=C1)=O)CCOC1OCCCC1 (N-[2-(3,4-dichlorophenyl)-4-(tetrahydropyran-2-yloxy)butyl]benzamide), [OH-].[K+] (potassium hydroxide), IC (iodomethane). Run in O (water), CS(=O)C (dimethyl sulfoxide). Reaction conditions: time 1 hour. Yields the product ClC=1C=C(C=CC1Cl)C(CN(C(C1=CC=CC=C1)=O)C)CCOC1OCCCC1 (N-[2-(3,4-Dichlorophenyl)-4-(tetrahydropyran-2-yloxy)butyl]-N-methylbenzamide). As a reaction SMILES: [Cl:1][C:2]1[CH:3]=[C:4]([CH:9]([CH2:20][CH2:21][O:22][CH:23]2[CH2:28][CH2:27][CH2:26][CH2:25][O:24]2)[CH2:10][NH:11][C:12](=[O:19])[C:13]2[CH:18]=[CH:17][CH:16]=[CH:15][CH:14]=2)[CH:5]=[CH:6][C:7]=1[Cl:8].[OH-].[K+].I[CH3:32]>CS(C)=O.O>[Cl:1][C:2]1[CH:3]=[C:4]([CH:9]([CH2:20][CH2:21][O:22][CH:23]2[CH2:28][CH2:27][CH2:26][CH2:25][O:24]2)[CH2:10][N:11]([CH3:32])[C:12](=[O:19])[C:13]2[CH:18]=[CH:17][CH:16]=[CH:15][CH:14]=2)[CH:5]=[CH:6][C:7]=1[Cl:8] |f:1.2|. Reported procedure: To a solution of N-[2-(3,4-dichlorophenyl)-4-(tetrahydropyran-2-yloxy)butyl]benzamide (3.3 g) in dimethyl sulfoxide (20 mL) was added powdered potassium hydroxide (1.6 g), followed by iodomethane (1.0 mL) after 15 minutes. After 1 hour, the mixture was diluted with water (330 mL) and extracted with dichloromethane. The combined organic extracts were dried and evaporated to give the N-methylbenzamide (3.1 g) as an oil; MS: m/z=352[(M+1)-tetrahydropyranyl]. Starting materials: C(C)(C)N1CCC(CC1)OC1=CC=2C=C3N(C2C=C1)[C@@H](CNC3=O)C ((R)-8-(1-Isopropyl-piperidin-4-yloxy)-4-methyl-3,4-dihydro-2H-pyrazino[1,2-a]indol-1-one), [H-].[Na+] (sodium hydride), BrCC1CC1 (1-(bromomethyl)cyclopropane). Product: C1(CC1)CN1C(C=2N(C=3C=CC(=CC3C2)OC2CCN(CC2)C(C)C)[C@@H](C1)C)=O ((R)-2-Cyclopropylmethyl-8-(1-isopropyl-piperidin-4-yloxy)-4-methyl-3,4-dihydro-2H-pyrazino[1,2-a]indol-1-one). Yield: 47.0%. As a reaction SMILES: [CH:1]([N:4]1[CH2:9][CH2:8][CH:7]([O:10][C:11]2[CH:19]=[CH:18][C:17]3[N:16]4[C@H:20]([CH3:25])[CH2:21][NH:22][C:23](=[O:24])[C:15]4=[CH:14][C:13]=3[CH:12]=2)[CH2:6][CH2:5]1)([CH3:3])[CH3:2].[H-].[Na+].Br[CH2:29][CH:30]1[CH2:32][CH2:31]1>>[CH:30]1([CH2:29][N:22]2[CH2:21][C@@H:20]([CH3:25])[N:16]3[C:17]4[CH:18]=[CH:19][C:11]([O:10][CH:7]5[CH2:8][CH2:9][N:4]([CH:1]([CH3:3])[CH3:2])[CH2:5][CH2:6]5)=[CH:12][C:13]=4[CH:14]=[C:15]3[C:23]2=[O:24])[CH2:32][CH2:31]1 |f:1.2|. Procedure: The title compound was synthesized in analogy to example 17, from (R)-8-(1-isopropyl-piperidin-4-yloxy)-4-methyl-3,4-dihydro-2H-pyrazino[1,2-a]indol-1-one (example 8), sodium hydride and 1-(bromomethyl)cyclopropane, to give the desired product as a light yellow oil (47%). The reactants are O=C1CCC(=O)N1Br, CS(=O)(=O)c1ccc(C(CC2CCCC2)C(=O)O)cc1Br, ClCCl, Nc1ccc(Br)cn1, c1ccc(P(c2ccccc2)c2ccccc2)cc1. Product: CS(=O)(=O)c1ccc(C(CC2CCCC2)C(=O)Nc2ccc(Br)cn2)cc1Br. RXN SMILES: [Br:20][N:21]1[C:22](=[O:23])[CH2:24][CH2:25][C:26]1=[O:27].[Br:28][c:29]1[cH:30][c:31]([CH:39]([C:40](=[O:41])[OH:42])[CH2:43][CH:44]2[CH2:45][CH2:46][CH2:47][CH2:48]2)[cH:32][cH:33][c:34]1[S:35](=[O:36])(=[O:37])[CH3:38].[CH2:57]([Cl:58])[Cl:59].[NH2:49][c:50]1[n:51][cH:52][c:53]([Br:56])[cH:54][cH:55]1.[c:1]1([P:2]([c:3]2[cH:4][cH:5][cH:6][cH:7][cH:8]2)[c:9]2[cH:10][cH:11][cH:12][cH:13][cH:14]2)[cH:15][cH:16][cH:17][cH:18][cH:19]1>>[Br:28][c:29]1[cH:30][c:31]([CH:39]([C:40](=[O:42])[NH:49][c:50]2[n:51][cH:52][c:53]([Br:56])[cH:54][cH:55]2)[CH2:43][CH:44]2[CH2:45][CH2:46][CH2:47][CH2:48]2)[cH:32][cH:33][c:34]1[S:35](=[O:36])(=[O:37])[CH3:38].